From a dataset of the Open Reaction Database (ORD), a public repository of structured organic reaction records. describe an organic reaction: reactants, conditions, products, and yield Reactants: [BH4-].[Na+] (sodium borohydride), C(C)(C)C1=NOC(=N1)C1CCC(CC1)=O (4-(3-isopropyl-[1,2,4]oxadiazol-5-yl)-cyclohexanone), C(C)(C)C1=NOC(=N1)C1CCC(CC1)=O (4-(3-isopropyl-[1,2,4]oxadiazol-5-yl)-cyclohexanone), O.NN (hydrazine hydrate), O (Water). The solvent is CO (methanol). Run at temperature 0 celsius, time 4 hour. Yields the product C(C)(C)C1=NOC(=N1)C1CCC(CC1)NN ([4-(3-isopropyl-[1,2,4]oxadiazol-5-yl)-cyclohexyl]-hydrazine). Isolated yield 43.0%. RXN SMILES: [CH:1]([C:4]1[N:8]=[C:7]([CH:9]2[CH2:14][CH2:13][C:12](=O)[CH2:11][CH2:10]2)[O:6][N:5]=1)([CH3:3])[CH3:2].O.[NH2:17][NH2:18].[BH4-].[Na+].O>CO>[CH:1]([C:4]1[N:8]=[C:7]([CH:9]2[CH2:14][CH2:13][CH:12]([NH:17][NH2:18])[CH2:11][CH2:10]2)[O:6][N:5]=1)([CH3:3])[CH3:2] |f:1.2,3.4|. Procedure details: A mixture of 4-(3-isopropyl-[1,2,4]oxadiazol-5-yl)-cyclohexanone (Intermediate 11; 600 mg, 2.9 mmol) and hydrazine hydrate (160 mg, 3.2 mmol) in methanol (2 mL) was heated at reflux for 3 h. The reaction mixture was cooled to 0° C. and sodium borohydride (220 mg, 5.8 mmol) was added portionwise. The reaction mixture was stirred at 0° C. for 4 h and then at room temperature overnight. Water was added and the aqueous layer was extracted three times with ethyl acetate. The combined organic layers w... The reactants are O.[OH-].[Li+] (Lithium hydroxide monohydrate), COC(CC1=CC2=CC=C(C=C2C(=C1C)C1=CC=C(C=C1)S(=O)(=O)N1CCCC1)Cl)=O ({6-chloro-3-methyl-4-[4-(pyrrolidine-1-sulfonyl)-phenyl]-naphthalen-2-yl}-acetic acid methyl ester), C1CCOC1.O (THF H2O). The solvent is CCCCCC (hexane). Reaction conditions: time 16 hour. The product is ClC=1C=C2C(=C(C(=CC2=CC1)CC(=O)O)C)C1=CC=C(C=C1)S(=O)(=O)N1CCCC1 ({6-chloro-3-methyl-4-[4-(pyrrolidine-1-sulfonyl)-phenyl]-naphthalen-2-yl}-acetic acid). The yield is 95.9%. Reaction SMILES: O.[OH-].[Li+].C[O:5][C:6](=[O:34])[CH2:7][C:8]1[C:17]([CH3:18])=[C:16]([C:19]2[CH:24]=[CH:23][C:22]([S:25]([N:28]3[CH2:32][CH2:31][CH2:30][CH2:29]3)(=[O:27])=[O:26])=[CH:21][CH:20]=2)[C:15]2[C:10](=[CH:11][CH:12]=[C:13]([Cl:33])[CH:14]=2)[CH:9]=1.C1COCC1.O>CCCCCC>[Cl:33][C:13]1[CH:14]=[C:15]2[C:10](=[CH:11][CH:12]=1)[CH:9]=[C:8]([CH2:7][C:6]([OH:34])=[O:5])[C:17]([CH3:18])=[C:16]2[C:19]1[CH:20]=[CH:21][C:22]([S:25]([N:28]2[CH2:32][CH2:31][CH2:30][CH2:29]2)(=[O:26])=[O:27])=[CH:23][CH:24]=1 |f:0.1.2,4.5|. Reported procedure: Lithium hydroxide monohydrate (0.046 g, 1.09 mmol) was added to a stirred solution of {6-chloro-3-methyl-4-[4-(pyrrolidine-1-sulfonyl)-phenyl]-naphthalen-2-yl}-acetic acid methyl ester (0.125 g, 0.27 mmol) in a 3:1 mixture of THF—H2O mixture (15 mL). The reaction mixture was stirred for 16 hours at room temperature. The reaction mixture was concentrated to remove THF, and the crude material was diluted with water, acidified [pH˜2] with a 6 N aqueous solution of hydrochloric acid. The mixture was... Starting materials: toluene sulfonic acid methyl quinacridone, C1C2=C(CC3=C1NC4=CC=CC=C4C3=O)NC5=CC=CC=C5C2=O (6,13-dihydroquinacridone), CO (methanol), [OH-].[Na+] (sodium hydroxide), OO (hydrogen peroxide). The reagents and catalysts are [Cl-].C(C1=CC=CC=C1)[N+](CCCC)(CCCC)CCCC (benzyl tributyl ammonium chloride), C1=CC=CC=2C(C3=CC=CC=C3C(C12)=O)=O (anthraquinone). The solvent is O (water). Reaction conditions: temperature 37.5 celsius, time 5 minute. Yields the product C1=CC=C2C(=C1)C(=O)C3=CC4=C(C=C3N2)C(=O)C5=CC=CC=C5N4 (quinacridone). Isolated yield 97.9%. As a reaction SMILES: [CH2:1]1[C:6]2[NH:7][C:8]3[C:13]([C:14](=[O:15])[C:5]=2[CH2:4][C:3]2[NH:16][C:17]4[C:22]([C:23](=[O:24])[C:2]1=2)=[CH:21][CH:20]=[CH:19][CH:18]=4)=[CH:12][CH:11]=[CH:10][CH:9]=3.CO.[OH-].[Na+].OO>[Cl-].C([N+](CCCC)(CCCC)CCCC)C1C=CC=CC=1.C1C2C(=O)C3C(=CC=CC=3)C(=O)C=2C=CC=1.O>[CH:20]1[CH:21]=[C:22]2[C:23]([C:2]3[C:3]([NH:16][C:17]2=[CH:18][CH:19]=1)=[CH:4][C:5]1[C:14]([C:13]2[C:8]([NH:7][C:6]=1[CH:1]=3)=[CH:9][CH:10]=[CH:11][CH:12]=2)=[O:15])=[O:24] |f:2.3,5.6|. Reported procedure: A one liter flask equipped with a thermometer, stirrer and condenser was charged with 40 grams 6,13-dihydroquinacridone, 250 ml methanol, 52.8 grams 50% aqueous sodium hydroxide and 3.0 grams 50% aqueous benzyl tributyl ammonium chloride. The mixture was stirred under a slow flow of nitrogen at 30 to 45° C. for five minutes, heated to 50 to 55° C. and stirred at 50 to 55° C. for one hour. 0.8 grams of the pigment additive toluene sulfonic acid methyl quinacridone in accordance with the teachings... Reactants: Cc1ccc(Cl)c(Cl)c1, O, O=[N+]([O-])O. Yields the product Cc1cc(Cl)c(Cl)cc1[N+](=O)[O-]. As a reaction SMILES: [Cl:1][c:2]1[cH:3][c:4]([CH3:9])[cH:5][cH:6][c:7]1[Cl:8].[OH2:14].[OH:10][N+:11]([O-:12])=[O:13]>>[Cl:1][c:2]1[cH:3][c:4]([CH3:9])[c:5]([N+:11](=[O:10])[O-:12])[cH:6][c:7]1[Cl:8]. Starting materials: [Na] (sodium), Cl.C(C)C(CC(=N)N)CC (3-ethylvaleramidine hydrochloride), ClC1=CC=C(C=C1)N=C=S (4-chlorophenyl isothiocyanate). Run in CC(=O)C (acetone), CC(=O)C (acetone). The product is ClC1=CC=C(C=C1)NC(=S)NC(CC(CC)CC)=N (1-(4-chlorophenyl)-3-(3-ethylpentanimidoyl)-2-thiourea). As a reaction SMILES: [Na].Cl.[CH2:3]([CH:5]([CH2:10][CH3:11])[CH2:6][C:7]([NH2:9])=[NH:8])[CH3:4].[Cl:12][C:13]1[CH:18]=[CH:17][C:16]([N:19]=[C:20]=[S:21])=[CH:15][CH:14]=1>CC(C)=O>[Cl:12][C:13]1[CH:18]=[CH:17][C:16]([NH:19][C:20]([NH:8][C:7](=[NH:9])[CH2:6][CH:5]([CH2:10][CH3:11])[CH2:3][CH3:4])=[S:21])=[CH:15][CH:14]=1 |f:1.2,^1:0|. Procedure details: Following a procedure similar to that described in Example 42 but using 3.8 g. sodium in 350 ml. dry acetone, 27.2 g. 3-ethylvaleramidine hydrochloride, and 27 g. 4-chlorophenyl isothiocyanate in 175 ml. dry acetone there was obtained 1-(4-chlorophenyl)-3-(3-ethylpentanimidoyl)-2-thiourea; m.p. 116°-118°C. (from acetonitrile); hydrochloride (42.7 g.).